Dataset: the Open Reaction Database (ORD), a public repository of structured organic reaction records. Task: describe an organic reaction: reactants, conditions, products, and yield Reactants: NC1CCN(CC1)C(=O)OCC (ethyl 4-amino-1-piperidinecarboxylate), C(C)OC1=C(C=NC=C1)[N+](=O)[O-] (4-ethoxy-3-nitropyridine). Run in CC#N (CH3CN). Yields the product [N+](=O)([O-])C=1C=NC=CC1NC1CCN(CC1)C(=O)OCC (3-nitro-4-[N-(1-ethoxycarbonylpiperidin-4-yl)]aminopyridine). Reaction SMILES: [NH2:1][CH:2]1[CH2:7][CH2:6][N:5]([C:8]([O:10][CH2:11][CH3:12])=[O:9])[CH2:4][CH2:3]1.C(O[C:16]1[CH:21]=[CH:20][N:19]=[CH:18][C:17]=1[N+:22]([O-:24])=[O:23])C>CC#N>[N+:22]([C:17]1[CH:18]=[N:19][CH:20]=[CH:21][C:16]=1[NH:1][CH:2]1[CH2:3][CH2:4][N:5]([C:8]([O:10][CH2:11][CH3:12])=[O:9])[CH2:6][CH2:7]1)([O-:24])=[O:23]. Reported procedure: A mixture of ethyl 4-amino-1-piperidinecarboxylate (3.53 g, 20.5 mmol) and 4-ethoxy-3-nitropyridine (3.65 g, 21/7 mmol) in CH3CN (25 mL) was heated at reflux for 40 hours. The reaction mixture was cooled to ambient temperature and concentrated in vacuo to give an orange syrup which was used without further purification. Starting materials: N[C@@H](CN1C(N(C(=C(C1=O)C1=C(C(=CC=C1)OC)F)C)CC1=C(C=CC=C1C(F)(F)F)F)=O)C1=CC=CC=C1 (3-((R)-2-amino-2-phenyl-ethyl)-5-(2-fluoro-3-methoxy-phenyl)-1-(2-fluoro-6-trifluoromethyl-benzyl)-6-methyl-1H-pyrimidine-2,4-dione), CN(C=O)C (Dimethylformamide). Solvent: C(C)(=O)OC(C)C (isopropyl acetate). Conditions: temperature 52 celsius. Yields the product C(C)OC(CCCN[C@@H](CN1C(N(C(=C(C1=O)C1=C(C(=CC=C1)OC)F)C)CC1=C(C=CC=C1C(F)(F)F)F)=O)C1=CC=CC=C1)=O (4-((R)-2-[5-(2-fluoro-3-methoxy-phenyl)-3-(2-fluoro-6-trifluoromethyl-benzyl)-4-methyl-2,6-dioxo-3,6-dihydro-2H-pyrimidin-1-yl]-1-phenyl-ethylamino)-butyric acid ethyl ester). Yield: 80.0%. As a reaction SMILES: [NH2:1][C@H:2]([C:34]1[CH:39]=[CH:38][CH:37]=[CH:36][CH:35]=1)[CH2:3][N:4]1[C:9](=[O:10])[C:8]([C:11]2[CH:16]=[CH:15][CH:14]=[C:13]([O:17][CH3:18])[C:12]=2[F:19])=[C:7]([CH3:20])[N:6]([CH2:21][C:22]2[C:27]([C:28]([F:31])([F:30])[F:29])=[CH:26][CH:25]=[CH:24][C:23]=2[F:32])[C:5]1=[O:33].CN(C)[CH:42]=[O:43]>C(OC(C)C)(=O)C>[CH2:9]([O:10][C:42](=[O:43])[CH2:3][CH2:2][CH2:34][NH:1][C@H:2]([C:34]1[CH:39]=[CH:38][CH:37]=[CH:36][CH:35]=1)[CH2:3][N:4]1[C:9](=[O:10])[C:8]([C:11]2[CH:16]=[CH:15][CH:14]=[C:13]([O:17][CH3:18])[C:12]=2[F:19])=[C:7]([CH3:20])[N:6]([CH2:21][C:22]2[C:27]([C:28]([F:29])([F:31])[F:30])=[CH:26][CH:25]=[CH:24][C:23]=2[F:32])[C:5]1=[O:33])[CH3:8]. Procedure details: To a reactor was charged a solution of 3-((R)-2-amino-2-phenyl-ethyl)-5-(2-fluoro-3-methoxy-phenyl)-1-(2-fluoro-6-trifluoromethyl-benzyl)-6-methyl-1H-pyrimidine-2,4-dione 1e in isopropyl acetate (30.7 kg in 125.4 kg solution). Dimethylformamide (28.8 kg) was charged and the mixture was distilled under vacuum to remove the isopropyl acetate. Ethyl-4-bromobutyrate (11.8 kg) was charged to the reactor followed by diisopropylethylamine (8.87 kg). The reactor contents were heated to 52° C. and stirre... Reactants: ClCCl.B(Br)(Br)Br (boron tribromide dichloromethane), NC(=NC(=O)C1=C(N(C(=C1)C1=C(C=CC=C1)OC)CCC1=CC=C(C=C1)F)C)N (N-(diaminomethylene)-1-[2-(4-fluorophenyl)ethyl]-5-(2-methoxyphenyl)-2-methyl-1H-pyrrole-3-carboxamide), C([O-])(O)=O.[Na+] (sodium bicarbonate). Run in ClCCl (dichloromethane). Conditions: time 15 hour. The product is Cl.NC(=NC(=O)C1=C(N(C(=C1)C1=C(C=CC=C1)O)CCC1=CC=C(C=C1)F)C)N (N-(diaminomethylene)-1-[2-(4-fluorophenyl)ethyl]-5-(2-hydroxyphenyl)-2-methyl-1H-pyrrole-3-carboxamide hydrochloride). Reaction SMILES: [NH2:1][C:2]([NH2:29])=[N:3][C:4]([C:6]1[CH:10]=[C:9]([C:11]2[CH:16]=[CH:15][CH:14]=[CH:13][C:12]=2[O:17]C)[N:8]([CH2:19][CH2:20][C:21]2[CH:26]=[CH:25][C:24]([F:27])=[CH:23][CH:22]=2)[C:7]=1[CH3:28])=[O:5].[Cl:30]CCl.B(Br)(Br)Br.C(=O)(O)[O-].[Na+]>ClCCl>[ClH:30].[NH2:29][C:2]([NH2:1])=[N:3][C:4]([C:6]1[CH:10]=[C:9]([C:11]2[CH:16]=[CH:15][CH:14]=[CH:13][C:12]=2[OH:17])[N:8]([CH2:19][CH2:20][C:21]2[CH:22]=[CH:23][C:24]([F:27])=[CH:25][CH:26]=2)[C:7]=1[CH3:28])=[O:5] |f:1.2,3.4,6.7|. Procedure: A 400 mg portion of N-(diaminomethylene)-1-[2-(4-fluorophenyl)ethyl]-5-(2-methoxyphenyl)-2-methyl-1H-pyrrole-3-carboxamide was dissolved in 10 ml of dichloromethane, and 3.04 ml of a 1 M boron tribromide dichloromethane solution was added dropwise thereto at −70° C. under an atmosphere of argon, followed by stirring at room temperature for 15 hours. Then, 100 ml of a saturated sodium bicarbonate aqueous solution was added to the reaction solution, followed by three times extractions with 20% met... Reactants: O=C([O-])[O-], CC#N, CC(C)Br, [K+], [K+], Oc1c(C2CCNCC2)cccc1C(F)(F)F. Product: CC(C)N1CCC(c2cccc(C(F)(F)F)c2O)CC1. As a reaction SMILES: [C:18](=[O:19])([O-:20])[O-:21].[CH3:28][C:29]#[N:30].[CH:24]([CH3:25])([CH3:26])[Br:27].[K+:22].[K+:23].[NH:1]1[CH2:2][CH2:3][CH:4]([c:7]2[c:8]([OH:17])[c:9]([C:13]([F:14])([F:15])[F:16])[cH:10][cH:11][cH:12]2)[CH2:5][CH2:6]1>>[N:1]1([CH:24]([CH3:25])[CH3:26])[CH2:2][CH2:3][CH:4]([c:7]2[c:8]([OH:17])[c:9]([C:13]([F:14])([F:15])[F:16])[cH:10][cH:11][cH:12]2)[CH2:5][CH2:6]1. Reactants: Cc1ccccc1C=[N+]1CCCC1, [Cl-], Nc1ccccc1-n1cccc1. The product is Cc1ccccc1C(c1cccn1-c1ccccc1N)N1CCCC1. As a reaction SMILES: [CH3:14][c:15]1[c:16]([CH:17]=[N+:18]2[CH2:19][CH2:20][CH2:21][CH2:22]2)[cH:23][cH:24][cH:25][cH:26]1.[Cl-:13].[n:1]1(-[c:6]2[c:7]([NH2:12])[cH:8][cH:9][cH:10][cH:11]2)[cH:2][cH:3][cH:4][cH:5]1>>[n:1]1(-[c:6]2[c:7]([NH2:12])[cH:8][cH:9][cH:10][cH:11]2)[cH:2][cH:3][cH:4][c:5]1[CH:17]([c:16]1[c:15]([CH3:14])[cH:26][cH:25][cH:24][cH:23]1)[N:18]1[CH2:19][CH2:20][CH2:21][CH2:22]1. Reactants: COc1cc(C(C)(C)C)c(OC(C)=O)c(C(C)(C)C)c1, C[Si](C)(C)Cl, CC#N, [I-], [Na+], O. Yields the product CC(=O)Oc1c(C(C)(C)C)cc(O)cc1C(C)(C)C. As a reaction SMILES: [C:1]([CH3:2])(=[O:3])[O:4][c:5]1[c:6]([C:17]([CH3:18])([CH3:19])[CH3:20])[cH:7][c:8]([O:15][CH3:16])[cH:9][c:10]1[C:11]([CH3:12])([CH3:13])[CH3:14].[CH3:23][Si:24]([Cl:25])([CH3:26])[CH3:27].[CH3:29][C:30]#[N:31].[I-:22].[Na+:21].[OH2:28]>>[C:1]([CH3:2])(=[O:3])[O:4][c:5]1[c:6]([C:17]([CH3:18])([CH3:19])[CH3:20])[cH:7][c:8]([OH:15])[cH:9][c:10]1[C:11]([CH3:12])([CH3:13])[CH3:14]. The reactants are COC(COC1=CC=C(C=C1)[C@H]1NC(N(C1=O)[C@@H]([C@@H](C)C1=CC=CC=C1)C(NC=1SC=C(N1)C(CC)=O)=O)=O)=O ((4-{(R)-2,5-dioxo-1-[(1S,2S)-2-phenyl-1-(4-propionyl-thiazol-2-ylcarbamoyl)-propyl]-imidazolidin-4-yl}-phenoxy)-acetic acid methyl ester), O.[OH-].[Li+] (lithium hydroxide monohydrate), methyl ester. The solvent is O1CCCC1 (tetrahydrofuran). The product is O=C1N(C(C(N1)C1=CC=C(OCC(=O)O)C=C1)=O)[C@@H]([C@@H](C)C1=CC=CC=C1)C(NC=1SC=C(N1)C(CC)=O)=O ((4-{2,5-Dioxo-1-[(1S,2S)-2-phenyl-1-(4-propionyl-thiazol-2-ylcarbamoyl)-propyl]-imidazolidin-4-yl}-phenoxy)-acetic acid). RXN SMILES: C[O:2][C:3](=[O:40])[CH2:4][O:5][C:6]1[CH:11]=[CH:10][C:9]([C@@H:12]2[C:16](=[O:17])[N:15]([C@H:18]([C:27](=[O:38])[NH:28][C:29]3[S:30][CH:31]=[C:32]([C:34](=[O:37])[CH2:35][CH3:36])[N:33]=3)[C@H:19]([C:21]3[CH:26]=[CH:25][CH:24]=[CH:23][CH:22]=3)[CH3:20])[C:14](=[O:39])[NH:13]2)=[CH:8][CH:7]=1.O.[OH-].[Li+]>O1CCCC1>[O:39]=[C:14]1[NH:13][CH:12]([C:9]2[CH:10]=[CH:11][C:6]([O:5][CH2:4][C:3]([OH:40])=[O:2])=[CH:7][CH:8]=2)[C:16](=[O:17])[N:15]1[C@H:18]([C:27](=[O:38])[NH:28][C:29]1[S:30][CH:31]=[C:32]([C:34](=[O:37])[CH2:35][CH3:36])[N:33]=1)[C@H:19]([C:21]1[CH:26]=[CH:25][CH:24]=[CH:23][CH:22]=1)[CH3:20] |f:1.2.3|. Reported procedure: Prepared by hydrolysis of (4-{(R)-2,5-dioxo-1-[(1S,2S)-2-phenyl-1-(4-propionyl-thiazol-2-ylcarbamoyl)-propyl]-imidazolidin-4-yl}-phenoxy)-acetic acid methyl ester (prepared as described in example 21) with lithium hydroxide monohydrate in aqueous tetrahydrofuran. Under the conditions employed for the hydrolysis of the methyl ester racemization occurred at the 4-position of the imidazolidinedione ring. The reactants are C(C1=CN=CC=C1)(=O)O (nicotinic acid), C(=O)(N1C=NC=C1)N1C=NC=C1 (1,1′-carbonyldiimidazole), NC=1C=C(C=CC1)C1NC2=CC=C(C=C2CC1(C)C)C(=O)O (2-(3-amino-phenyl)-3,3-dimethyl-1,2,3,4-tetrahydro-quinoline-6-carboxylic acid). Run in CN(C=O)C (N,N-dimethylformamide), CN(C=O)C (N,N-dimethylformamide). Run at temperature 70 celsius, time 1 hour. Product: CC1(C(NC2=CC=C(C=C2C1)C(=O)O)C1=CC(=CC=C1)NC(=O)C=1C=NC=CC1)C (3,3-dimethyl-2-{3-[(pyridine-3-carbonyl)-amino]-phenyl}-1,2,3,4-tetrahydro-quinoline-6-carboxylic acid). The yield is 15.4%. RXN SMILES: [C:1]([OH:9])(=O)[C:2]1[CH:7]=[CH:6][CH:5]=[N:4][CH:3]=1.C(N1C=CN=C1)(N1C=CN=C1)=O.[NH2:22][C:23]1[CH:24]=[C:25]([CH:29]2[C:38]([CH3:40])([CH3:39])[CH2:37][C:36]3[C:31](=[CH:32][CH:33]=[C:34]([C:41]([OH:43])=[O:42])[CH:35]=3)[NH:30]2)[CH:26]=[CH:27][CH:28]=1>CN(C)C=O>[CH3:39][C:38]1([CH3:40])[CH2:37][C:36]2[C:31](=[CH:32][CH:33]=[C:34]([C:41]([OH:43])=[O:42])[CH:35]=2)[NH:30][CH:29]1[C:25]1[CH:26]=[CH:27][CH:28]=[C:23]([NH:22][C:1]([C:2]2[CH:3]=[N:4][CH:5]=[CH:6][CH:7]=2)=[O:9])[CH:24]=1. Procedure details: A solution of nicotinic acid (42 mg, 0.34 mmol) and 1,1′-carbonyldiimidazole (72 mg, 0.44 mmol) in N,N-dimethylformamide (1.5 mL) was stirred at 70° C. After stirring at 70° C. for 1 h, a solution of 2-(3-amino-phenyl)-3,3-dimethyl-1,2,3,4-tetrahydro-quinoline-6-carboxylic acid (100 mg, 0.34 mmol) in N,N-dimethylformamide (2 mL) was added and the mixture was allowed to stir at 25° C. for 1 h. Purification by Waters automated flash system (column: Xterra 30 mm×100 mm, sample manager 2767, pump 25... Starting materials: [N+](=O)([O-])C1=C(C=CC=C1)CC(=O)O ((2-nitro-phenyl)-acetic acid), CO (methanol), S(=O)(Cl)Cl (thionyl chloride). Conditions: time 15 hour. The product is COC(CC1=C(C=CC=C1)[N+](=O)[O-])=O ((2-nitro-phenyl)-acetic acid methyl ester). Reaction SMILES: [N+:1]([C:4]1[CH:9]=[CH:8][CH:7]=[CH:6][C:5]=1[CH2:10][C:11]([OH:13])=[O:12])([O-:3])=[O:2].S(Cl)(Cl)=O.[CH3:18]O>>[CH3:18][O:12][C:11](=[O:13])[CH2:10][C:5]1[CH:6]=[CH:7][CH:8]=[CH:9][C:4]=1[N+:1]([O-:3])=[O:2]. Procedure details: A round bottom flask with magnetic stirrer was charged with (2-nitro-phenyl)-acetic acid (10.0 g, 55.0 mmol) and methanol (70 mL) under an argon atmosphere. To the resulting yellow solution at room temperature was added thionyl chloride (12.1 mL, 166 mmol) dropwise via addition funnel (Note: Reaction is very exothermic). The resulting reaction mixture was stirred at room temperature for 12-18 hours and concentrated in vacuo to afford 13.3 g of crude (2-nitro-phenyl)-acetic acid methyl ester as a...